From a dataset of the Open Reaction Database (ORD), a public repository of structured organic reaction records. describe an organic reaction: reactants, conditions, products, and yield Starting materials: C(C)OC(CN1C(C2=C(CCC1)SC(=C2)C)=O)OCC (5-(2,2-diethoxyethyl)-2-methyl-5,6,7,8-tetrahydro-4H-thieno[3,2-c]azepin-4-one), Cl (hydrochloric acid), O (water). Run in O1CCCC1 (tetrahydrofuran). Reaction conditions: time 2 hour. Yields the product CC1=CC=2C(N(CCCC2S1)CC=O)=O (2-methyl-5,6,7,8-tetrahydro-4-oxo-4H-thieno[3,2-c]azepin-5-acetoaldehyde). The yield is 88.2%. Reaction SMILES: C([O:3][CH:4](OCC)[CH2:5][N:6]1[CH2:12][CH2:11][CH2:10][C:9]2[S:13][C:14]([CH3:16])=[CH:15][C:8]=2[C:7]1=[O:17])C.Cl.O>O1CCCC1>[CH3:16][C:14]1[S:13][C:9]2[CH2:10][CH2:11][CH2:12][N:6]([CH2:5][CH:4]=[O:3])[C:7](=[O:17])[C:8]=2[CH:15]=1. Procedure details: To a solution of 5.0 g of 2-methyl-5,6,7,8-tetrahydro-4H-thieno[3,2-c]azepin-4-one in 70 ml of dimethylformamide was added 4.4 g of potassium t-butoxide with stirring under ice-cooling and the mixture was stirred for an hour at room temperature. To the mixture was added 7.1 g of bromoacetaldehyde (2-bromo-1,1-diethoxyethane) dropwise under ice-cooling. The mixture was stirred at 60° C. for 5 hours and poured into chilled water and then extracted with ethyl acetate. The extract was washed with br... Reactants: O (water), C(CCCC)Br (pentyl bromide), [H-].[Na+] (sodium hydride), N1C(C(C2=CC=CC=C12)=O)=O (2,3-dihydro-1H-indol-2,3-dione). The solvent is CN(C=O)C (dimethylformamide), CN(C=O)C (dimethylformamide). Run at time 10 minute. Yields the product C(CCCC)N1C(C(C2=CC=CC=C12)=O)=O (2,3-dihydro-1-pentyl-1H-indol-2,3-dione). The yield is 88.7%. As a reaction SMILES: [H-].[Na+].[NH:3]1[C:11]2[C:6](=[CH:7][CH:8]=[CH:9][CH:10]=2)[C:5](=[O:12])[C:4]1=[O:13].[CH2:14](Br)[CH2:15][CH2:16][CH2:17][CH3:18].O>CN(C)C=O>[CH2:14]([N:3]1[C:11]2[C:6](=[CH:7][CH:8]=[CH:9][CH:10]=2)[C:5](=[O:12])[C:4]1=[O:13])[CH2:15][CH2:16][CH2:17][CH3:18] |f:0.1|. Reported procedure: A stirred solution of 270 mg of sodium hydride was added to 1.00 g of 2,3-dihydro-1H-indol-2,3-dione in dimethylformamide at room temperature. After the reaction mixture was stirred at room temperature for 10 minutes, 5 ml of a dimethylformamide solution of 2.10 g of pentyl bromide was added dropwise thereto. After the reaction mixture was stirred at room temperature for 20 minutes, water was added to the reaction mixture, and the mixture was extracted with ethyl acetate. After the extract was w... Reactants: N(=NC(=O)OCC)C(=O)OCC (diethyl azodicarboxylate), C(=O)(OC(C)(C)C)N1[C@H](C[C@@H](CC1)O)CC (trans-N-BOC-2-ethyl-4-hydroxypiperidine), ON1C(C=2C(C1=O)=CC=CC2)=O (N-hydroxyphthalimide), C1(=CC=CC=C1)P(C1=CC=CC=C1)C1=CC=CC=C1 (triphenylphosphine). Run in C1=CC=CC=C1 (benzene), C1=CC=CC=C1 (benzene). Product: C(=O)(OC(C)(C)C)N1[C@H](C[C@H](CC1)ON1C(C2=CC=CC=C2C1=O)=O)CC (2-(cis-N-BOC-2-ethyl-4-piperidyloxy)-1H-isoindol-1,3(2H)-dione). As a reaction SMILES: [C:1]([N:8]1[CH2:13][CH2:12][C@@H:11]([OH:14])[CH2:10][C@@H:9]1[CH2:15][CH3:16])([O:3][C:4]([CH3:7])([CH3:6])[CH3:5])=[O:2].O[N:18]1[C:22](=[O:23])[C:21]2=[CH:24][CH:25]=[CH:26][CH:27]=[C:20]2[C:19]1=[O:28].C1(P(C2C=CC=CC=2)C2C=CC=CC=2)C=CC=CC=1.N(C(OCC)=O)=NC(OCC)=O>C1C=CC=CC=1>[C:1]([N:8]1[CH2:13][CH2:12][C@H:11]([O:14][N:18]2[C:22](=[O:23])[C:21]3[C:20](=[CH:27][CH:26]=[CH:25][CH:24]=3)[C:19]2=[O:28])[CH2:10][C@@H:9]1[CH2:15][CH3:16])([O:3][C:4]([CH3:7])([CH3:6])[CH3:5])=[O:2]. Procedure: A suspension of 0.74 g (0.003227 mol) of trans-N-BOC-2-ethyl-4-hydroxypiperidine (cf. Example 3b), 0.526 g (0.003227 mol) of N-hydroxyphthalimide and 0.846 g (0.003227 mol) of triphenylphosphine in 10 ml of benzene is reacted in accordance with the general procedure of Example 3a with a solution of 0.566 ml (0.003385 mol) of diethyl azodicarboxylate (93%) in 2 ml of benzene, to give the title compound as a colourless resin; Rf =0.60 (silica gel/ethyl acetate:hexane (2:1)). The reactants are ice water, Cl.S(=O)(=O)(C)N1CCNCC1 (1-Mesylpiperazine hydrochloride), ClC1=NC=C(C(=O)OC)C=C1 (methyl 6-chloronicotinate), C(C)(C)N(C(C)C)CC (N,N-diisopropylethylamine). Solvent: CC(=O)N(C)C (dimethylacetamide). Conditions: temperature 120 celsius. Yields the product S(=O)(=O)(C)N1CCN(CC1)C1=NC=C(C=C1)C(=O)OC (1-mesyl-4-(5-methoxycarbonyl-2-pyridyl)piperazine). Yield: 69.1%. As a reaction SMILES: Cl.[S:2]([N:6]1[CH2:11][CH2:10][NH:9][CH2:8][CH2:7]1)([CH3:5])(=[O:4])=[O:3].Cl[C:13]1[CH:22]=[CH:21][C:16]([C:17]([O:19][CH3:20])=[O:18])=[CH:15][N:14]=1.C(N(CC)C(C)C)(C)C>CC(N(C)C)=O>[S:2]([N:6]1[CH2:11][CH2:10][N:9]([C:13]2[CH:22]=[CH:21][C:16]([C:17]([O:19][CH3:20])=[O:18])=[CH:15][N:14]=2)[CH2:8][CH2:7]1)([CH3:5])(=[O:4])=[O:3] |f:0.1|. Procedure details: 1-Mesylpiperazine hydrochloride (4.24 g) was added to a solution of methyl 6-chloronicotinate (1.7 g) and N,N-diisopropylethylamine (6.3 ml) in dimethylacetamide (20 ml) and the mixture was heated at 120° C. for 2 hours. The mixture was allowed to cool to ambient temperature and poured onto crushed ice/water (50 ml) to precipitate a tan solid. The solid was collected by filtration and dried at 80° C. for 18 hours in a vacuum oven, to give 1-mesyl-4-(5-methoxycarbonyl-2-pyridyl)piperazine (2.05 g... The reactants are [BH4-], CO, CC(C)(C)C(=O)Nc1ccccc1-c1c2ccc(n2)c(-c2ccccc2NC(=O)C(C)(C)C)c2cc(C=O)c([nH]2)c(-c2ccccc2NC(=O)C(C)(C)C)c2ccc(n2)c(-c2ccccc2NC(=O)C(C)(C)C)c2ccc1[nH]2, ClCCl, [Na+], O. Yields the product CC(C)(C)C(=O)Nc1ccccc1-c1c2ccc(n2)c(-c2ccccc2NC(=O)C(C)(C)C)c2cc(CO)c([nH]2)c(-c2ccccc2NC(=O)C(C)(C)C)c2ccc(n2)c(-c2ccccc2NC(=O)C(C)(C)C)c2ccc1[nH]2. Reaction SMILES: [BH4-:1].[CH3:6][OH:7].[CH:8](=[O:9])[c:10]1[c:11]2[nH:12][c:13]([cH:14]1)[c:15](-[c:73]1[c:74]([NH:79][C:80]([C:81]([CH3:82])([CH3:83])[CH3:84])=[O:85])[cH:75][cH:76][cH:77][cH:78]1)[c:16]1[cH:17][cH:18][c:19]([n:20]1)[c:21](-[c:60]1[c:61]([NH:66][C:67]([C:68]([CH3:69])([CH3:70])[CH3:71])=[O:72])[cH:62][cH:63][cH:64][cH:65]1)[c:22]1[cH:23][cH:24][c:25]([nH:26]1)[c:27](-[c:47]1[c:48]([NH:53][C:54]([C:55]([CH3:56])([CH3:57])[CH3:58])=[O:59])[cH:49][cH:50][cH:51][cH:52]1)[c:28]1[cH:29][cH:30][c:31]([n:32]1)[c:33]2-[c:34]1[c:35]([NH:40][C:41]([C:42]([CH3:43])([CH3:44])[CH3:45])=[O:46])[cH:36][cH:37][cH:38][cH:39]1.[Cl:3][CH2:4][Cl:5].[Na+:2].[OH2:86]>>[CH2:8]([OH:9])[c:10]1[c:11]2[nH:12][c:13]([cH:14]1)[c:15](-[c:73]1[c:74]([NH:79][C:80]([C:81]([CH3:82])([CH3:83])[CH3:84])=[O:85])[cH:75][cH:76][cH:77][cH:78]1)[c:16]1[cH:17][cH:18][c:19]([n:20]1)[c:21](-[c:60]1[c:61]([NH:66][C:67]([C:68]([CH3:69])([CH3:70])[CH3:71])=[O:72])[cH:62][cH:63][cH:64][cH:65]1)[c:22]1[cH:23][cH:24][c:25]([nH:26]1)[c:27](-[c:47]1[c:48]([NH:53][C:54]([C:55]([CH3:56])([CH3:57])[CH3:58])=[O:59])[cH:49][cH:50][cH:51][cH:52]1)[c:28]1[cH:29][cH:30][c:31]([n:32]1)[c:33]2-[c:34]1[c:35]([NH:40][C:41]([C:42]([CH3:43])([CH3:44])[CH3:45])=[O:46])[cH:36][cH:37][cH:38][cH:39]1. Reactants: [H-].[Na+] (sodium hydride), COC1=NC2=CC=CC=C2C=C1NC(=O)N1CCN(CC1)C1=CC(=CC(=C1)OC)OC (1-[(2-Methoxyquinolin-3-yl)aminocarbonyl]-4-(3,5-dimethoxyphenyl)piperazine), C(C1=CC=CC=C1)Br (Benzylbromide). Yield: 90.0%. Solvent: CN(C=O)C (dimethylformamide). Procedure: 1-[(2-Methoxyquinolin-3-yl)aminocarbonyl]-4-(3,5-dimethoxyphenyl)piperazine(114 mg, 0.27 mmol) was dissolved in dimethylformamide(15 ml) and sodium hydride(6.6 mg, 0.27 mmol) was added and the solution was stirred at room temperature for 15 min. Benzylbromide(46 mg, 0.27 mmol) was added to the above solution. The mixture was stirred at room temperature for 16 hours and concentrated under the reduced pressure to remove dimethylformamide. The concentrate was purified by column chromatography(ethyl... Reaction SMILES: [CH3:1][O:2][C:3]1[C:12]([NH:13][C:14]([N:16]2[CH2:21][CH2:20][N:19]([C:22]3[CH:27]=[C:26]([O:28][CH3:29])[CH:25]=[C:24]([O:30][CH3:31])[CH:23]=3)[CH2:18][CH2:17]2)=[O:15])=[CH:11][C:10]2[C:5](=[CH:6][CH:7]=[CH:8][CH:9]=2)[N:4]=1.[H-].[Na+].[CH2:34](Br)[C:35]1[CH:40]=[CH:39][CH:38]=[CH:37][CH:36]=1>CN(C)C=O>[CH2:34]([N:13]([C:12]1[C:3]([O:2][CH3:1])=[N:4][C:5]2[C:10]([CH:11]=1)=[CH:9][CH:8]=[CH:7][CH:6]=2)[C:14]([N:16]1[CH2:21][CH2:20][N:19]([C:22]2[CH:27]=[C:26]([O:28][CH3:29])[CH:25]=[C:24]([O:30][CH3:31])[CH:23]=2)[CH2:18][CH2:17]1)=[O:15])[C:35]1[CH:40]=[CH:39][CH:38]=[CH:37][CH:36]=1 |f:1.2|. Run at time 15 minute. Product: C(C1=CC=CC=C1)N(C(=O)N1CCN(CC1)C1=CC(=CC(=C1)OC)OC)C=1C(=NC2=CC=CC=C2C1)OC (1-[N-Benzyl-N-(2-methoxyquinolin-3-yl)aminocarbonyl]-4-(3,5-dimethoxyphenyl)piperazine). Starting materials: ClC=1C=C2C=C(NC2=CC1)C(=O)N[C@H]1[C@H](C[C@H](CC1)C(=O)OC)NC(=O)C=1SC=2CN(CCC2N1)C ((1R*,2S*,4S*)-N1-[(5-Chloroindol-2-yl)carbonyl]-4-methoxycarbonyl-N2-[(5-methyl-4,5,6,7-tetrahydrothiazolo[5,4-c]pyridin-2-yl)carbonyl]-1,2-cyclohexane-diamine), [OH-].[Li+] (lithium hydroxide), Cl (hydrochloric acid). Run in O1CCCC1 (tetrahydrofuran), O (water). Conditions: time 45 minute. The product is Cl.C(=O)(O)[C@@H]1C[C@@H]([C@@H](CC1)NC(=O)C=1NC2=CC=C(C=C2C1)Cl)NC(=O)C=1SC=2CN(CCC2N1)C ((1R*,2S*,4S*)-4-Carboxy-N1-[(5-chloroindol-2-yl)-carbonyl]-N2-[(5-methyl-4,5,6,7-tetrahydrothiazolo-[5,4-c]pyridin-2-yl)carbonyl]-1,2-cyclohexanediamine hydrochloride). Yield: 149.2%. Reaction SMILES: [Cl:1][C:2]1[CH:3]=[C:4]2[C:8](=[CH:9][CH:10]=1)[NH:7][C:6]([C:11]([NH:13][C@@H:14]1[CH2:19][CH2:18][C@H:17]([C:20]([O:22]C)=[O:21])[CH2:16][C@@H:15]1[NH:24][C:25]([C:27]1[S:28][C:29]3[CH2:30][N:31]([CH3:36])[CH2:32][CH2:33][C:34]=3[N:35]=1)=[O:26])=[O:12])=[CH:5]2.[OH-].[Li+].Cl>O1CCCC1.O>[ClH:1].[C:20]([C@H:17]1[CH2:18][CH2:19][C@@H:14]([NH:13][C:11]([C:6]2[NH:7][C:8]3[C:4]([CH:5]=2)=[CH:3][C:2]([Cl:1])=[CH:10][CH:9]=3)=[O:12])[C@@H:15]([NH:24][C:25]([C:27]2[S:28][C:29]3[CH2:30][N:31]([CH3:36])[CH2:32][CH2:33][C:34]=3[N:35]=2)=[O:26])[CH2:16]1)([OH:22])=[O:21] |f:1.2,6.7|. Procedure: (1R*,2S*,4S*)-N1-[(5-Chloroindol-2-yl)carbonyl]-4-methoxycarbonyl-N2-[(5-methyl-4,5,6,7-tetrahydrothiazolo[5,4-c]pyridin-2-yl)carbonyl]-1,2-cyclohexane-diamine (180 mg) was dissolved in a mixed solvent of tetrahydrofuran (8 ml) and water (2 ml), and lithium hydroxide (17 mg) was added to stir the mixture at room temperature for 45 minutes. After adding 1N hydrochloric acid, the reaction mixture was concentrated under reduced pressure, a small amount of water was added to the residue, and solids ...